Dataset: the Open Reaction Database (ORD), a public repository of structured organic reaction records. Task: describe an organic reaction: reactants, conditions, products, and yield Reactants: OC1=C2C(=CC=NC2=C(C=C1OC)[N+](=O)[O-])C (5-hydroxy-6-methoxy-4-methyl-8-nitroquinoline), BrCCCCCCCCCC1=CC=CC=C1 (bromo-9-phenylnonane), CN(C)P(=O)(N(C)C)N(C)C (HMPA), C1C(C)O1 (propylene oxide), OC1=C2C(=CC=NC2=C(C=C1OC)[N+](=O)[O-])C (5-hydroxy-6-methoxy-4-methyl-8-nitroquinoline). Run in CCN(CC)CC (Et3N). Conditions: time 6 hour. The product is COC=1C(=C2C(=CC=NC2=C(C1)[N+](=O)[O-])C)OCCCCCCCCCC1=CC=CC=C1 (6-methoxy-4-methyl-8-nitro- 5-(9-phenylnonoxy) quinoline). Yield: 32.1%. Reaction SMILES: [OH:1][C:2]1[C:11]([O:12][CH3:13])=[CH:10][C:9]([N+:14]([O-:16])=[O:15])=[C:8]2[C:3]=1[C:4]([CH3:17])=[CH:5][CH:6]=[N:7]2.Br[CH2:19][CH2:20][CH2:21][CH2:22][CH2:23][CH2:24][CH2:25][CH2:26][CH2:27][C:28]1[CH:33]=[CH:32][CH:31]=[CH:30][CH:29]=1.CN(P(N(C)C)(N(C)C)=O)C.C1OC1C>CCN(CC)CC>[CH3:13][O:12][C:11]1[C:2]([O:1][CH2:19][CH2:20][CH2:21][CH2:22][CH2:23][CH2:24][CH2:25][CH2:26][CH2:27][C:28]2[CH:33]=[CH:32][CH:31]=[CH:30][CH:29]=2)=[C:3]2[C:8](=[C:9]([N+:14]([O-:16])=[O:15])[CH:10]=1)[N:7]=[CH:6][CH:5]=[C:4]2[CH3:17]. Reported procedure: To a stirred mixture of 5-hydroxy-6-methoxy-4-methyl-8-nitroquinoline (4.7 g, 0.02 mol), 1 bromo-9-phenylnonane (4.2 g, 0.015 mol) and HMPA (10 ml), at 125°-130° C., was added dropwise, during 0.5 h, a mixture of propylene oxide (6 ml) and Et3N (1 ml). The reaction was continued for 6 h, allowed to cool and extracted successively with pet ether, Et2O and Me2CO leaving 1.9 g of insoluble starting material, 5-hydroxy-6-methoxy-4-methyl-8-nitroquinoline. The combined pet ether and Et2O extracts wer... Starting materials: atmosphere, ice, C(CCC)[Li] (n-butyllithium), CI (methyl iodide), C#CC(CCCCC)O (1-octyn-3-ol), Cl (hydrochloric acid). The solvent is C(OC)COC (dimethoxyethane), CCCCCC (hexane). Run at temperature 60 celsius. Product: COC(C#C)CCCCC (3-methoxy-1-octyne). Reaction SMILES: [CH:1]#[C:2][CH:3]([OH:9])[CH2:4][CH2:5][CH2:6][CH2:7][CH3:8].[CH2:10]([Li])CCC.CI.Cl>CCCCCC.C(COC)OC>[CH3:10][O:9][CH:3]([CH2:4][CH2:5][CH2:6][CH2:7][CH3:8])[C:2]#[CH:1]. Reported procedure: To an ice-cooled solution of 63 g. of 1-octyn-3-ol in 300 ml. of dimethoxyethane is added under an inert atmosphere 312 ml. of 1.6 M n-butyllithium in hexane dropwise over 1 hour. To the mixture is then added 145 g. of methyl iodide and the resulting mixture is stirred at ambient temperatures for 24 hours and then heated to 60° C. for 1 hour. The mixture is cooled and poured into cold dilute hydrochloric acid. The organic phase is separated, washed with water and saturated brine, dried (Na2SO4),... The reactants are COC1=CC=C(C=C1)C1=NN=C(O1)C1=CC=C2C=C(NC2=C1)C1=C(C=C(C=C1C)CCC(=O)OC)C (methyl 3-(4-{6-[5-(4-methoxyphenyl)-[1,3,4]oxadiazol-2-yl]-1H-indol-2-yl}-3,5-dimethylphenyl)-propionate), [OH-].[Na+] (NaOH). Solvent: O.CO (water methanol), C1CCOC1 (THF). Run at temperature 50 celsius. Yields the product COC1=CC=C(C=C1)C1=NN=C(O1)C1=CC=C2C=C(NC2=C1)C1=C(C=C(C=C1C)CCC(=O)O)C (3-(4-{6-[5-(4-Methoxyphenyl)-[1,3,4]oxadiazol-2-yl]-1H-indol-2-yl}-3,5-dimethylphenyl)-propionic acid). Reaction SMILES: [CH3:1][O:2][C:3]1[CH:8]=[CH:7][C:6]([C:9]2[O:13][C:12]([C:14]3[CH:22]=[C:21]4[C:17]([CH:18]=[C:19]([C:23]5[C:28]([CH3:29])=[CH:27][C:26]([CH2:30][CH2:31][C:32]([O:34]C)=[O:33])=[CH:25][C:24]=5[CH3:36])[NH:20]4)=[CH:16][CH:15]=3)=[N:11][N:10]=2)=[CH:5][CH:4]=1.[OH-].[Na+]>O.CO.C1COCC1>[CH3:1][O:2][C:3]1[CH:8]=[CH:7][C:6]([C:9]2[O:13][C:12]([C:14]3[CH:22]=[C:21]4[C:17]([CH:18]=[C:19]([C:23]5[C:28]([CH3:29])=[CH:27][C:26]([CH2:30][CH2:31][C:32]([OH:34])=[O:33])=[CH:25][C:24]=5[CH3:36])[NH:20]4)=[CH:16][CH:15]=3)=[N:11][N:10]=2)=[CH:5][CH:4]=1 |f:1.2,3.4|. Reported procedure: A mixture of methyl 3-(4-{6-[5-(4-methoxyphenyl)-[1,3,4]oxadiazol-2-yl]-1H-indol-2-yl}-3,5-dimethylphenyl)-propionate (35 mg, 73 μmol) and 1N NaOH (174 μL, 174 μmol) in 5 mL of 2:1 water/methanol and 5 mL THF was heated at 50° C. for 4 h. The solvent was removed under reduced pressure and the residue was stirred with water, and neutralized with 174 μL of 1 N HCl. The precipitate was filtered, washed with water, and dried to the title compound. H1-NMR (DMSO-d6): δ ppm 12.17 (s, broad, 1H), 11.62 ... The reactants are C(C=CC)N1C(=C(C=2C1=C(N=NC2)Cl)C)C (1-(2-butenyl)-7-chloro-2,3-dimethylpyrrolo[2,3-d]pyridazine), ClC1=C(CO)C(=CC=C1)F (2-chloro-6-fluorobenzyl alcohol). The product is C(C=CC)N1C(=C(C=2C1=C(N=NC2)OCC2=C(C=CC=C2F)Cl)C)C (1-(2-Butenyl)-7-(2-chloro-6-fluorobenzyloxy)-2,3-dimethylpyrrolo[2,3-d]pyridazine). The yield is 57.6%. As a reaction SMILES: [CH2:1]([N:5]1[C:9]2=[C:10](Cl)[N:11]=[N:12][CH:13]=[C:8]2[C:7]([CH3:15])=[C:6]1[CH3:16])[CH:2]=[CH:3][CH3:4].[Cl:17][C:18]1[CH:25]=[CH:24][CH:23]=[C:22]([F:26])[C:19]=1[CH2:20][OH:21]>>[CH2:1]([N:5]1[C:9]2=[C:10]([O:21][CH2:20][C:19]3[C:22]([F:26])=[CH:23][CH:24]=[CH:25][C:18]=3[Cl:17])[N:11]=[N:12][CH:13]=[C:8]2[C:7]([CH3:15])=[C:6]1[CH3:16])[CH:2]=[CH:3][CH3:4]. Procedure details: The title compound (cis/trans=21/79) was prepared as a pale brown powder in 57.60% yield in a similar procedure to that described in Example 1 by using 1-(2-butenyl)-7-chloro-2,3-dimethylpyrrolo[2,3-d]pyridazine (cis/trans=24/76) and 2-chloro-6-fluorobenzyl alcohol.